From a dataset of the Open Reaction Database (ORD), a public repository of structured organic reaction records. describe an organic reaction: reactants, conditions, products, and yield Reactants: ClCCOC1=CC=C(C=C1)CC1=CC=C(C=C1)C=1OC=CN1 (2-[4-[[4-(2-chloroethoxy)phenyl]methyl]phenyl]oxazole), [I-].[Na+] (sodium iodide). The solvent is CC(CC)=O (2-butanone). The product is ICCOC1=CC=C(C=C1)CC1=CC=C(C=C1)C=1OC=CN1 (2-[4-[[4-(2-iodoethoxy)phenyl]methyl]phenyl]oxazole). Isolated yield 78.5%. Reaction SMILES: Cl[CH2:2][CH2:3][O:4][C:5]1[CH:10]=[CH:9][C:8]([CH2:11][C:12]2[CH:17]=[CH:16][C:15]([C:18]3[O:19][CH:20]=[CH:21][N:22]=3)=[CH:14][CH:13]=2)=[CH:7][CH:6]=1.[I-:23].[Na+]>CC(=O)CC>[I:23][CH2:2][CH2:3][O:4][C:5]1[CH:10]=[CH:9][C:8]([CH2:11][C:12]2[CH:17]=[CH:16][C:15]([C:18]3[O:19][CH:20]=[CH:21][N:22]=3)=[CH:14][CH:13]=2)=[CH:7][CH:6]=1 |f:1.2|. Procedure details: A solution of 2-[4-[[4-(2-chloroethoxy)phenyl]methyl]phenyl]oxazole (1.7 g, 4.4 mmol) in 2-butanone (18 mL) was stirred as sodium iodide (7 g, 44 mmol) was added. The reaction was heated at reflux for 2 days. The reaction was concentrated. The residue was dissolved in ethyl acetate and washed with water. The combined organic layers were dried and concentrated. The residue was recrystallized from methanol to give 1.4 g of 2-[4-[[4-(2-iodoethoxy)phenyl]methyl]phenyl]oxazole, 1H NMR (400 MHz, CDCl3...